describe an organic reaction: reactants, conditions, products, and yield From a dataset of the Open Reaction Database (ORD), a public repository of structured organic reaction records. The reactants are CCOC(=O)c1nc(C2CC(=O)N(c3ccc(OCc4cccc(F)c4)cc3)C2)no1, N. The product is NC(=O)c1nc(C2CC(=O)N(c3ccc(OCc4cccc(F)c4)cc3)C2)no1. RXN SMILES: [CH2:1]([O:3][C:4](=[O:2])[c:6]1[n:7][c:8]([CH:11]2[CH2:12][N:13]([c:17]3[cH:18][cH:19][c:20]([O:23][CH2:24][c:25]4[cH:26][c:27]([F:31])[cH:28][cH:29][cH:30]4)[cH:21][cH:22]3)[C:14](=[O:16])[CH2:15]2)[n:9][o:10]1)[CH3:5].[NH3:32]>>[O:3]=[C:4]([c:6]1[n:7][c:8]([CH:11]2[CH2:12][N:13]([c:17]3[cH:18][cH:19][c:20]([O:23][CH2:24][c:25]4[cH:26][c:27]([F:31])[cH:28][cH:29][cH:30]4)[cH:21][cH:22]3)[C:14](=[O:16])[CH2:15]2)[n:9][o:10]1)[NH2:32]. The reactants are [N+](=O)([O-])C=1C=C(C=CC1)C=1OC=2C(N1)=C(C=CC2)C(=O)N (2-(3-nitrophenyl)benzo[d]oxazole-4-carboxamide). Reagents/catalysts: [Ni] (Ni). The solvent is CO (methanol). Run at time 5 hour. Yields the product NC=1C=C(C=CC1)C=1OC=2C(N1)=C(C=CC2)C(=O)N (2-(3-aminophenyl)benzo[d]oxazole-4-carboxamide). Isolated yield 42.4%. RXN SMILES: [N+:1]([C:4]1[CH:5]=[C:6]([C:10]2[O:11][C:12]3[C:13](=[C:15]([C:19]([NH2:21])=[O:20])[CH:16]=[CH:17][CH:18]=3)[N:14]=2)[CH:7]=[CH:8][CH:9]=1)([O-])=O>CO.[Ni]>[NH2:1][C:4]1[CH:5]=[C:6]([C:10]2[O:11][C:12]3[C:13](=[C:15]([C:19]([NH2:21])=[O:20])[CH:16]=[CH:17][CH:18]=3)[N:14]=2)[CH:7]=[CH:8][CH:9]=1. Procedure details: To a mixture of 2-(3-nitrophenyl)benzo[d]oxazole-4-carboxamide (700 mg, 2.47 mmol) in methanol (30 mL) was added Raney Ni (2 g). The mixture was purged with hydrogen and stirred at room temperature for 5 hr. Then the mixture was filtered and washed with methanol; the filtrate was evaporated under reduced pressure and purified by silica gel chromatography to obtain 2-(3-aminophenyl)benzo[d]oxazole-4-carboxamide as a yellow solid (265 mg, yield 42%). 1H-NMR (400 MHz, DMSO-d6) δ 5.57 (s, 2H), 6.83-...